From a dataset of the Open Reaction Database (ORD), a public repository of structured organic reaction records. describe an organic reaction: reactants, conditions, products, and yield The reactants are ClC1=C(C(=O)N=C=O)C=CC=C1 (2-chlorobenzoyl isocyanate), FC(OC1=CC=C(C=C1)NSC1=C(C=CC=C1)C)(F)F (N-[4-(trifluoromethoxy)phenyl]-2-methyl-benzenesulphenamide). The solvent is C1(=CC=CC=C1)C (toluene), light petroleum. Reaction conditions: temperature -5 celsius. Yields the product ClC1=C(C(=O)NC(=O)N(SC2=C(C=CC=C2)C)C2=CC=C(C=C2)OC(F)(F)F)C=CC=C1 (2-Chloro-N-[[[4-(trifluoromethoxy)phenyl]-N-[(2-methylphenyl)thio]amino]carbonyl]benzamide). As a reaction SMILES: [Cl:1][C:2]1[CH:12]=[CH:11][CH:10]=[CH:9][C:3]=1[C:4]([N:6]=[C:7]=[O:8])=[O:5].[F:13][C:14]([F:32])([F:31])[O:15][C:16]1[CH:21]=[CH:20][C:19]([NH:22][S:23][C:24]2[CH:29]=[CH:28][CH:27]=[CH:26][C:25]=2[CH3:30])=[CH:18][CH:17]=1>C1(C)C=CC=CC=1>[Cl:1][C:2]1[CH:12]=[CH:11][CH:10]=[CH:9][C:3]=1[C:4]([NH:6][C:7]([N:22]([C:19]1[CH:20]=[CH:21][C:16]([O:15][C:14]([F:13])([F:31])[F:32])=[CH:17][CH:18]=1)[S:23][C:24]1[CH:29]=[CH:28][CH:27]=[CH:26][C:25]=1[CH3:30])=[O:8])=[O:5]. Procedure details: A solution of 2.0 g of 2-chlorobenzoyl isocyanate in 5 ml of dry toluene was added to a stirred suspension of 3.0 g of N-[4-(trifluoromethoxy)phenyl]-2-methyl-benzenesulphenamide in 40 ml of dry light petroleum at room temperature. After a few minutes, the reaction mixture became clear and subsequently the product came out of solution as an oil which eventually crystallized. After 24 hours the reaction mixture was cooled to -5° C. and filtered, and the pale purple product was washed with cold li...